This data is from the Open Reaction Database (ORD), a public repository of structured organic reaction records. The task is: describe an organic reaction: reactants, conditions, products, and yield The reactants are O=C([O-])[O-], CN(C)C=O, Oc1c(Cl)cc(OCc2ccccc2)cc1Cl, FC(F)(F)c1cnc(Cl)c(Cl)c1, [K+], [K+], O. Product: FC(F)(F)c1cnc(Oc2c(Cl)cc(OCc3ccccc3)cc2Cl)c(Cl)c1. RXN SMILES: [C:18](=[O:19])([O-:20])[O-:21].[CH3:36][N:37]([CH3:38])[CH:39]=[O:40].[Cl:1][c:2]1[c:3]([OH:17])[c:4]([Cl:16])[cH:5][c:6]([O:8][CH2:9][c:10]2[cH:11][cH:12][cH:13][cH:14][cH:15]2)[cH:7]1.[Cl:24][c:25]1[n:26][cH:27][c:28]([C:32]([F:33])([F:34])[F:35])[cH:29][c:30]1[Cl:31].[K+:22].[K+:23].[OH2:41]>>[Cl:1][c:2]1[c:3]([O:17][c:25]2[n:26][cH:27][c:28]([C:32]([F:33])([F:34])[F:35])[cH:29][c:30]2[Cl:31])[c:4]([Cl:16])[cH:5][c:6]([O:8][CH2:9][c:10]2[cH:11][cH:12][cH:13][cH:14][cH:15]2)[cH:7]1.